From a dataset of the Open Reaction Database (ORD), a public repository of structured organic reaction records. describe an organic reaction: reactants, conditions, products, and yield Starting materials: CN1CCNCC1, ClC(Cl)Cl, ClC(Cl)(Cl)C1CO1. The product is CN1CCN(CC(O)C(Cl)(Cl)Cl)CC1. RXN SMILES: [CH3:1][N:2]1[CH2:3][CH2:4][NH:5][CH2:6][CH2:7]1.[CH:15]([Cl:16])([Cl:17])[Cl:18].[Cl:8][C:9]([CH:10]1[CH2:11][O:12]1)([Cl:13])[Cl:14]>>[CH3:1][N:2]1[CH2:3][CH2:4][N:5]([CH2:11][CH:10]([C:9]([Cl:8])([Cl:13])[Cl:14])[OH:12])[CH2:6][CH2:7]1.